From a dataset of the Open Reaction Database (ORD), a public repository of structured organic reaction records. describe an organic reaction: reactants, conditions, products, and yield Starting materials: N1(C(CC(CC1)=O)=O)N1CCCCC1 (1,1′-bipiperidine-2, 4-dione), ClC1=C(N)C=CC(=C1)Cl (2,4-dichloroaniline), O (water). Solvent: CC1OCCC1 (2-methyltetrahydrofuran). Product: ClC1=C(C=CC(=C1)Cl)NC1=CC(N(CC1)N1CCCCC1)=O (4-[(2,4-dichlorophenyl)amino]-1-piperidin-1-yl-5,6-dihydropyridin-2(1H)-one). The yield is 77.0%. RXN SMILES: [N:1]1([N:9]2[CH2:14][CH2:13][CH2:12][CH2:11][CH2:10]2)[CH2:6][CH2:5][C:4](=O)[CH2:3][C:2]1=[O:8].[Cl:15][C:16]1[CH:22]=[C:21]([Cl:23])[CH:20]=[CH:19][C:17]=1[NH2:18].O>CC1CCCO1>[Cl:15][C:16]1[CH:22]=[C:21]([Cl:23])[CH:20]=[CH:19][C:17]=1[NH:18][C:4]1[CH2:5][CH2:6][N:1]([N:9]2[CH2:14][CH2:13][CH2:12][CH2:11][CH2:10]2)[C:2](=[O:8])[CH:3]=1. Reported procedure: 1,1′-bipiperidine-2, 4-dione (1,000 g, 4,739 mmol) and 2,4-dichloroaniline (0.921 g, 5.687 mmol) were dissolved in 2-methyltetrahydrofuran (10 ml) and the reaction mixture was boiled under reflux for 22 h whilst the water formed was removed using a Dean and Stark apparatus. Upon cooling to rt the product precipitated and was collected by filtration to yield a white solid (1.490 g, 92%). Yields the product C(C)(C)(C)[Si](OCCCSC1=C(C=NC2=CC=C(C=C12)I)C#N)(C)C (4-[3-(tert-butyl-dimethyl-silanyloxy)-propylsulfanyl]-6-iodo-quinoline-3-carbonitrile). The yield is 86.9%. Reported procedure: To the solution of 4-(3-hydroxy-propylsulfanyl)-6-iodo-quinoline-3-carbonitrile (example 50a, 3.0 g, 8.1 mmol) and imidazole (2.2 g, 32.4 mmol) in DMF (10 mL) was added dropwisely the solution of tert-butyldimethylsilyl chloride (TBDMS-Cl, 2.94 g, 19.4 mmol) in DMF (10 mL). The reaction mixture was stirred at room temperature overnight. The product was extracted with ethylacetate. The combined organic layers were successively washed with water, dried over sodium sulfate, filtered, and concentrat... The solvent is CN(C)C=O (DMF), CN(C)C=O (DMF). Conditions: time 8 hour. RXN SMILES: [OH:1][CH2:2][CH2:3][CH2:4][S:5][C:6]1[C:15]2[C:10](=[CH:11][CH:12]=[C:13]([I:16])[CH:14]=2)[N:9]=[CH:8][C:7]=1[C:17]#[N:18].N1C=CN=C1.[Si:24](Cl)([C:27]([CH3:30])([CH3:29])[CH3:28])([CH3:26])[CH3:25]>CN(C=O)C>[C:27]([Si:24]([CH3:26])([CH3:25])[O:1][CH2:2][CH2:3][CH2:4][S:5][C:6]1[C:15]2[C:10](=[CH:11][CH:12]=[C:13]([I:16])[CH:14]=2)[N:9]=[CH:8][C:7]=1[C:17]#[N:18])([CH3:30])([CH3:29])[CH3:28]. The reactants are OCCCSC1=C(C=NC2=CC=C(C=C12)I)C#N (4-(3-hydroxy-propylsulfanyl)-6-iodo-quinoline-3-carbonitrile), N1C=NC=C1 (imidazole), [Si](C)(C)(C(C)(C)C)Cl (tert-butyldimethylsilyl chloride). Reaction SMILES: [CH3:1][c:2]1[c:3](-[c:17]2[cH:18][cH:19][c:20]([C:23]([F:24])([F:25])[F:26])[cH:21][cH:22]2)[c:4]2[c:5]([s:6]1)[cH:7][c:8]([C:11]#[C:12][CH2:13][CH2:14][CH2:15][OH:16])[cH:9][cH:10]2.[CH3:28][S:29](=[O:30])(=[O:31])[OH:32].[Cl-:27]>>[CH3:1][c:2]1[c:3](-[c:17]2[cH:18][cH:19][c:20]([C:23]([F:24])([F:25])[F:26])[cH:21][cH:22]2)[c:4]2[c:5]([s:6]1)[cH:7][c:8]([C:11]#[C:12][CH2:13][CH2:14][CH2:15][O:16][S:29]([CH3:28])(=[O:30])=[O:31])[cH:9][cH:10]2. Reactants: Cc1sc2cc(C#CCCCO)ccc2c1-c1ccc(C(F)(F)F)cc1, CS(=O)(=O)O, [Cl-]. Product: Cc1sc2cc(C#CCCCOS(C)(=O)=O)ccc2c1-c1ccc(C(F)(F)F)cc1. Starting materials: Clc1nc2ccccc2o1, C1CNCCNC1, CN(C)C=O. Yields the product c1ccc2oc(N3CCCNCC3)nc2c1. RXN SMILES: [Cl:8][c:9]1[o:10][c:11]2[c:12]([n:13]1)[cH:14][cH:15][cH:16][cH:17]2.[NH:1]1[CH2:2][CH2:3][NH:4][CH2:5][CH2:6][CH2:7]1.[O:18]=[CH:19][N:20]([CH3:21])[CH3:22]>>[N:1]1([c:9]2[o:10][c:11]3[c:12]([n:13]2)[cH:14][cH:15][cH:16][cH:17]3)[CH2:2][CH2:3][NH:4][CH2:5][CH2:6][CH2:7]1. Starting materials: BrCC(CC(C)C1=CC=CC=C1)=O (1-bromo-4-phenyl-2-pentanone), BrCC(C(CC1=C(C=CC=C1C)C)C)=O (1-bromo-4-(2,6-dimethylphenyl)-3-methyl-2-butanone). Product: BrCC(CC(C)C1=C(C=CC=C1C)C)=O (1-bromo-4-(2,6-dimethylphenyl)-2-pentanone). Reaction SMILES: Br[CH2:2]C(=O)CC(C1C=CC=CC=1)C.[Br:14][CH2:15][C:16](=[O:28])[CH:17](C)[CH2:18][C:19]1[C:24]([CH3:25])=[CH:23][CH:22]=[CH:21][C:20]=1[CH3:26]>>[Br:14][CH2:15][C:16](=[O:28])[CH2:17][CH:18]([C:19]1[C:20]([CH3:26])=[CH:21][CH:22]=[CH:23][C:24]=1[CH3:25])[CH3:2]. Reported procedure: According to the same method the compounds 1-bromo-4-phenyl-2-pentanone and 1-bromo-4-(2,6-dimethylphenyl)-3-methyl-2-butanone were prepared. Starting materials: ClC=1C=C(C(=O)OO)C=CC1 (3-chloroperoxybenzoic acid), FC1=CC=C(C=C1)C=1NC(=CC1C1=CC=NC=C1)C1CCN(CC1)CC (2-(4-fluorophenyl)-5-(N-ethylpiperidin-4-yl)-3-(4-pyridyl)pyrrole), C([O-])([O-])=O.[K+].[K+] (potassium carbonate). The solvent is ClCCl (dichloromethane). Conditions: temperature 0 celsius, time 0.5 hour. Yields the product FC1=CC=C(C=C1)C=1[NH+](C(=CC1C1=CC=NC=C1)C1CCN(CC1)CC)[O-] (2-(4-fluorophenyl)-5-(N-ethylpiperidin-4-yl)-3-(4-pyridyl)pyrrole N-oxide). Isolated yield 69.1%. As a reaction SMILES: [F:1][C:2]1[CH:7]=[CH:6][C:5]([C:8]2[NH:9][C:10]([CH:19]3[CH2:24][CH2:23][N:22]([CH2:25][CH3:26])[CH2:21][CH2:20]3)=[CH:11][C:12]=2[C:13]2[CH:18]=[CH:17][N:16]=[CH:15][CH:14]=2)=[CH:4][CH:3]=1.ClC1C=C(C=CC=1)C(OO)=[O:32].C(=O)([O-])[O-].[K+].[K+]>ClCCl>[F:1][C:2]1[CH:7]=[CH:6][C:5]([C:8]2[NH+:9]([O-:32])[C:10]([CH:19]3[CH2:24][CH2:23][N:22]([CH2:25][CH3:26])[CH2:21][CH2:20]3)=[CH:11][C:12]=2[C:13]2[CH:18]=[CH:17][N:16]=[CH:15][CH:14]=2)=[CH:4][CH:3]=1 |f:2.3.4|. Procedure: To a suspension of Compound B (700 mg, 2.0 mmol) in anhydrous dichloromethane (50 ml) under nitrogen at 0° C., was added 3-chloroperoxybenzoic acid (666 mg, 2.2 mmol) slowly. The resulting solution was allowed to stir for 2 hours at 0° C. and for 0.5 hour at room temperature. To the resulting clear solution potassium carbonate (415 mg, 3.0 mmol) was added, and the reaction mixture was stirred for 0.75 hour. The white precipitate was removed by filtration. The crude product was purified by flash ... Starting materials: C1(=CC=CC=C1)C (toluene), CC(CC(C(=O)OCC)C(=O)OCC)(C)C (diethyl (2,2-dimethylpropyl)malonate), CO (methanol), [OH-].[K+] (KOH). The solvent is O (water). Yields the product CC(CC(C(=O)O)C(=O)O)(C)C ((2,2-Dimethylpropyl)malonic acid). RXN SMILES: [CH3:1][C:2]([CH3:16])([CH3:15])[CH2:3][CH:4]([C:10]([O:12]CC)=[O:11])[C:5]([O:7]CC)=[O:6].CO.[OH-].[K+].C1(C)C=CC=CC=1>O>[CH3:1][C:2]([CH3:16])([CH3:15])[CH2:3][CH:4]([C:5]([OH:7])=[O:6])[C:10]([OH:12])=[O:11] |f:2.3|. Procedure: To a solution of the above-obtained diethyl (2,2-dimethylpropyl)malonate on 500 cm3 of methanol a solution of 125 g of KOH in 1000 cm3 of water was added. The obtained mixture was refluxed for 5 h, and then methanol and ethanol were distilled off at atmospheric pressure. To the residue ca. 3000 cm3 of water was added, the obtained solution was acidified by saturated HCl to pH 1. The formed product was extracted with 3×500 ml of ether. To the combined extract 200 ml of toluene was added, and the ... As a reaction SMILES: [CH2:1]([N:8]1[C:12]2([CH2:17][CH2:16][N:15]([C:18](=[O:26])[C:19]3[CH:24]=[CH:23][C:22]([F:25])=[CH:21][CH:20]=3)[CH2:14][CH2:13]2)[NH:11][C@@H:10]([CH2:27][CH2:28][S:29][CH3:30])[C:9]1=[O:31])[C:2]1[CH:7]=[CH:6][CH:5]=[CH:4][CH:3]=1.O.C[Si]([Cl:37])(C)C>CC(CC)=O>[ClH:37].[CH2:1]([N:8]1[C:12]2([CH2:17][CH2:16][N:15]([C:18](=[O:26])[C:19]3[CH:20]=[CH:21][C:22]([F:25])=[CH:23][CH:24]=3)[CH2:14][CH2:13]2)[NH:11][C@@H:10]([CH2:27][CH2:28][S:29][CH3:30])[C:9]1=[O:31])[C:2]1[CH:7]=[CH:6][CH:5]=[CH:4][CH:3]=1 |f:4.5|. Reactants: O (water), C[Si](C)(C)Cl (TMSCl), C(C1=CC=CC=C1)N1C([C@@H](NC12CCN(CC2)C(C2=CC=C(C=C2)F)=O)CCSC)=O (1-benzyl-8-(4-fluorobenzoyl)-3-(S)-(2-methylsulfanylethyl)-1,4,8-triazaspiro[4,5]decan-2-one). Procedure: 1-benzyl-8-(4-fluorobenzoyl)-3-(S)-(2-methylsulfanylethyl)-1,4,8-triazaspiro[4,5]decan-2-one (223 mg, 0.5 mmol) was dissolved in ethyl methyl ketone (1.8 mL), water (5 μL) and TMSCl (70 μL) were added and the mixture was stirred overnight. The solid matter was isolated by filtration, washed with ether, and dried in vacuo. The product 1-benzyl-8-(4-fluorobenzoyl)-3-(S)-(2-methylsulfanylethyl)-1,4,8-triazaspiro[4,5]decan-2-one hydrochloride was obtained in a yield of 227 mg (94%). Reaction conditions: time 8 hour. Yields the product Cl.C(C1=CC=CC=C1)N1C([C@@H](NC12CCN(CC2)C(C2=CC=C(C=C2)F)=O)CCSC)=O (1-benzyl-8-(4-fluorobenzoyl)-3-(S)-(2-methylsulfanylethyl)-1,4,8-triazaspiro[4,5]decan-2-one hydrochloride). Run in CC(=O)CC (ethyl methyl ketone).